This data is from the Open Reaction Database (ORD), a public repository of structured organic reaction records. The task is: describe an organic reaction: reactants, conditions, products, and yield Starting materials: mixture II, ClC1=C(C=C(C=C1)CCl)Cl (1,2-dichloro-4-(chloromethyl)benzene), ClC1=C(C=C(C=C1)CCl)Cl (1,2-dichloro-4-(chloromethyl)benzene), Cl (HCl), ClC(=O)OCC (Ethyl chloroformate), II (I2), COC1=CC=NC=C1 (4-methoxypyridine). Run in CCOCC ((C2H5)2O), CCOCC ((C2H5)2O), C(Cl)Cl (CH2Cl2), C1CCOC1 (THF). Product: ClC=1C=C(C=CC1Cl)CC1=CC(CCN1C(=O)OCC)=O ((±)-ethyl 6-[(3,4-dichlorophenyl)methyl]-1,2,3,4-tetrahydro-4-oxo-1-pyridinecarboxylate). Isolated yield 44.0%. RXN SMILES: C[O:2][C:3]1[CH:8]=[CH:7][N:6]=[CH:5][CH:4]=1.Cl[C:10]([O:12][CH2:13][CH3:14])=[O:11].II.[Cl:17][C:18]1[CH:23]=[CH:22][C:21]([CH2:24]Cl)=[CH:20][C:19]=1[Cl:26].Cl>C1COCC1.CCOCC.C(Cl)Cl>[Cl:26][C:19]1[CH:20]=[C:21]([CH2:24][C:5]2[N:6]([C:10]([O:12][CH2:13][CH3:14])=[O:11])[CH2:7][CH2:8][C:3](=[O:2])[CH:4]=2)[CH:22]=[CH:23][C:18]=1[Cl:17]. Reported procedure: A mixture of 4-methoxypyridine (0.4 mol) in THF (1000 ml) was stirred and cooled in a 2-propanol/CO2 bath. Ethyl chloroformate (0.4 mol) was added dropwise and the mixture was stirred for 3 hours while cooling (mixture I). In another round-bottom flask, the Grignard-reagent was prepared: MG (0.44 mol) was stirred in a small amount of (C2H5)2O. Some I2 was added. A small amount of 1,2-dichloro-4-(chloromethyl)benzene was added. Then, 1,2-dichloro-4-(chloromethyl)benzene (0.4 mol) in (C2H5)2O (600... Starting materials: FCCCBr, O=C([O-])[O-], [K+], [K+], O, Oc1ccc(-c2cn3cc(I)cnc3n2)cc1. Product: FCCCOc1ccc(-c2cn3cc(I)cnc3n2)cc1. RXN SMILES: [Br:24][CH2:25][CH2:26][CH2:27][F:28].[C:18](=[O:19])([O-:20])[O-:21].[K+:22].[K+:23].[OH2:29].[OH:1][c:2]1[cH:3][cH:4][c:5](-[c:8]2[n:9][c:10]3[n:11]([cH:12][c:13]([I:16])[cH:14][n:15]3)[cH:17]2)[cH:6][cH:7]1>>[O:1]([c:2]1[cH:3][cH:4][c:5](-[c:8]2[n:9][c:10]3[n:11]([cH:12][c:13]([I:16])[cH:14][n:15]3)[cH:17]2)[cH:6][cH:7]1)[CH2:25][CH2:26][CH2:27][F:28]. The reactants are Cl.CN(CCCN=C=NCC)C (1-(3-Dimethylaminopropyl)-3-ethylcarbodiimide hydrochloride), COC=1C=C(C(=O)O)C=CC1OC (3,4-dimethoxybenzoic acid), NC=1C=C(C=CC1F)NC(C1=CC(=CC=C1)N(C)C)=O (N-(3-amino-4-fluorophenyl)-3-dimethylaminobenzamide), CN(C)C=O (DMF). Reagents/catalysts: CN(C1=CC=NC=C1)C (4-dimethylaminopyridine). The solvent is C(Cl)Cl (methylene chloride), C(Cl)Cl (methylene chloride), O (Water). Run at time 18 hour. Product: CN(C=1C=C(C(=O)NC=2C=CC(=C(C2)NC(C2=CC(=C(C=C2)OC)OC)=O)F)C=CC1)C (N-[5-(3-dimethylaminobenzamido)-2-fluorophenyl]-3,4-dimethoxybenzamide). The yield is 37.5%. As a reaction SMILES: Cl.CN(C)CCCN=C=NCC.[CH3:13][O:14][C:15]1[CH:16]=[C:17]([CH:21]=[CH:22][C:23]=1[O:24][CH3:25])[C:18]([OH:20])=O.[NH2:26][C:27]1[CH:28]=[C:29]([NH:34][C:35](=[O:45])[C:36]2[CH:41]=[CH:40][CH:39]=[C:38]([N:42]([CH3:44])[CH3:43])[CH:37]=2)[CH:30]=[CH:31][C:32]=1[F:33].CN(C=O)C>C(Cl)Cl.CN(C)C1C=CN=CC=1.O>[CH3:43][N:42]([CH3:44])[C:38]1[CH:37]=[C:36]([CH:41]=[CH:40][CH:39]=1)[C:35]([NH:34][C:29]1[CH:30]=[CH:31][C:32]([F:33])=[C:27]([NH:26][C:18](=[O:20])[C:17]2[CH:21]=[CH:22][C:23]([O:24][CH3:25])=[C:15]([O:14][CH3:13])[CH:16]=2)[CH:28]=1)=[O:45] |f:0.1|. Reported procedure: 1-(3-Dimethylaminopropyl)-3-ethylcarbodiimide hydrochloride (0.12 g) in methylene chloride (5 ml) was added to a stirred mixture of 3,4-dimethoxybenzoic acid (0.91 g), N-(3-amino-4-fluorophenyl)-3-dimethylaminobenzamide (0.14 g), DMF (2 ml) and 4-dimethylaminopyridine (0.004 g). The reaction mixture was stirred at ambient temperature for 18 hours. Water (20 ml) and methylene chloride (10 ml) were added. The organic phase was washed with a saturated aqueous sodium bicarbonate solution, dried (MgS... Reactants: N1(CCCC1)CCOC1=CC=C(CN)C=C1 (4-[2-(1-pyrrolidinyl)ethoxy]benzylamine), C1OC=2C=C(C(=O)Cl)C=CC2O1 (3,4-methylenedioxybenzoyl chloride), C(C1=CC=2OCOC2C=C1)(=O)O (piperonylic acid), S(=O)(Cl)Cl (thionyl chloride). Run in C(Cl)(Cl)Cl (chloroform). Run at time 20 minute. The product is C1OC=2C=C(C(=O)NCC3=CC=C(C=C3)OCCN3CCCC3)C=CC2O1 (3,4-Methylenedioxy-N-[4-[2-(1-pyrrolidinyl)ethoxy]benzyl]benzamide). Yield: 89.7%. Reaction SMILES: [N:1]1([CH2:6][CH2:7][O:8][C:9]2[CH:16]=[CH:15][C:12]([CH2:13][NH2:14])=[CH:11][CH:10]=2)[CH2:5][CH2:4][CH2:3][CH2:2]1.[CH2:17]1[O:28][C:27]2[CH:26]=[CH:25][C:21]([C:22](Cl)=[O:23])=[CH:20][C:19]=2[O:18]1.C(O)(=O)C1C=CC2OCOC=2C=1.S(Cl)(Cl)=O>C(Cl)(Cl)Cl>[CH2:17]1[O:28][C:27]2[CH:26]=[CH:25][C:21]([C:22]([NH:14][CH2:13][C:12]3[CH:11]=[CH:10][C:9]([O:8][CH2:7][CH2:6][N:1]4[CH2:2][CH2:3][CH2:4][CH2:5]4)=[CH:16][CH:15]=3)=[O:23])=[CH:20][C:19]=2[O:18]1. Procedure: To a cooled solution of 20.0 g of 4-[2-(1-pyrrolidinyl)ethoxy]benzylamine in 30 ml of chloroform was added 17.7 g of 3,4-methylenedioxybenzoyl chloride (which was prepared with 15.9 g of piperonylic acid and 65.3 g of thionyl chloride in the usual manner). The mixture was stirred at room temperature for 20 minutes and the solvent was evaporated. 150 ml of water was added to the residue and the mixture was washed with ethyl acetate. The aqueous layer was made alkaline with potassium carbonate and... Starting materials: ClC1=C(C=CC(=C1)OC)C(C(CC=O)C)=O (4-(2-chloro-4-methoxyphenyl)-3-methyl-4-oxobutanal), NN1C(C=2C(C1=O)=CC=CC2)=O (N-aminophthalimide). Run in Cl (HCl), O1CCOCC1 (dioxane). Reaction conditions: temperature 100 celsius. The product is ClC1=C(C=CC(=C1)OC)C=1N(C=CC1C)N1C(C2=CC=CC=C2C1=O)=O (2-[2-(2-chloro-4-methoxyphenyl)-3-methyl-1H-pyrrol-1-yl]-1H-isoindole-1,3(2H)-dione). Yield: 93.1%. As a reaction SMILES: [Cl:1][C:2]1[CH:7]=[C:6]([O:8][CH3:9])[CH:5]=[CH:4][C:3]=1[C:10](=O)[CH:11]([CH3:15])[CH2:12][CH:13]=O.[NH2:17][N:18]1[C:22](=[O:23])[C:21]2=[CH:24][CH:25]=[CH:26][CH:27]=[C:20]2[C:19]1=[O:28]>Cl.O1CCOCC1>[Cl:1][C:2]1[CH:7]=[C:6]([O:8][CH3:9])[CH:5]=[CH:4][C:3]=1[C:10]1[N:17]([N:18]2[C:22](=[O:23])[C:21]3[C:20](=[CH:27][CH:26]=[CH:25][CH:24]=3)[C:19]2=[O:28])[CH:13]=[CH:12][C:11]=1[CH3:15]. Procedure: A mixture of 4-(2-chloro-4-methoxyphenyl)-3-methyl-4-oxobutanal (6.40 g, 27.0 mmol) and N-aminophthalimide (5.32 g, 29.0 mmol) in HCl (5N, 3.90 mL) and dioxane (100 mL) was heated at 100° C. for 1 h. After cooling down to room temperature, the mixture was concentrated in vacuo and the residue was recrystalized from CH2Cl2/hepatene to give 9.22 g (95%) of pink solid as the title compound: mp 202.0–208.5° C.; 1H NMR (400 MHz, Acetone-d6) δ 7.95–7.86 (m, 4H), 7.17 (d, J=8.6 Hz, 1H), 7.01 (d, J=3.1 ... The reactants are C(#N)C1=CC=C(C=C1)B(O)O (4-cyanophenyl boronic acid), BrC=1C=C(C(=O)NC=2C=NC(=CC2)N2CC(OC(C2)C)C)C=CC1C (3-bromo-N-[6-(2,6-dimethyl-morpholin-4-yl)-pyridin-3-yl]-4-methyl-benzamide), C(=O)([O-])[O-].[Na+].[Na+] (Na2CO3), C1(=CC=CC=C1)C (toluene). Reagents/catalysts: C=1C=CC(=CC1)[P](C=2C=CC=CC2)(C=3C=CC=CC3)[Pd]([P](C=4C=CC=CC4)(C=5C=CC=CC5)C=6C=CC=CC6)([P](C=7C=CC=CC7)(C=8C=CC=CC8)C=9C=CC=CC9)[P](C=1C=CC=CC1)(C=1C=CC=CC1)C=1C=CC=CC1 (Pd(PPh3)4). Solvent: O (water), C(C)O (ethanol), CCOC(=O)C (EtOAc), O (water). Reaction conditions: temperature 140 celsius. The product is CC1CN(CC(O1)C)C1=CC=C(C=N1)NC(=O)C=1C=C(C(=CC1)C)C1=CC=C(C=C1)C#N (4′-cyano-6-methyl-biphenyl-3-carboxylic acid [6-(2,6-dimethyl-morpholin-4-yl)-pyridin-3-yl]-amide). RXN SMILES: [C:1]([C:3]1[CH:8]=[CH:7][C:6](B(O)O)=[CH:5][CH:4]=1)#[N:2].Br[C:13]1[CH:14]=[C:15]([CH:33]=[CH:34][C:35]=1[CH3:36])[C:16]([NH:18][C:19]1[CH:20]=[N:21][C:22]([N:25]2[CH2:30][CH:29]([CH3:31])[O:28][CH:27]([CH3:32])[CH2:26]2)=[CH:23][CH:24]=1)=[O:17].C([O-])([O-])=O.[Na+].[Na+].C1(C)C=CC=CC=1>CCOC(C)=O.O.C1C=CC([P]([Pd]([P](C2C=CC=CC=2)(C2C=CC=CC=2)C2C=CC=CC=2)([P](C2C=CC=CC=2)(C2C=CC=CC=2)C2C=CC=CC=2)[P](C2C=CC=CC=2)(C2C=CC=CC=2)C2C=CC=CC=2)(C2C=CC=CC=2)C2C=CC=CC=2)=CC=1.C(O)C>[CH3:32][CH:27]1[O:28][CH:29]([CH3:31])[CH2:30][N:25]([C:22]2[N:21]=[CH:20][C:19]([NH:18][C:16]([C:15]3[CH:14]=[C:13]([C:6]4[CH:7]=[CH:8][C:3]([C:1]#[N:2])=[CH:4][CH:5]=4)[C:35]([CH3:36])=[CH:34][CH:33]=3)=[O:17])=[CH:24][CH:23]=2)[CH2:26]1 |f:2.3.4,^1:60,62,81,100|. Procedure: A mixture of 4-cyanophenyl boronic acid (18 mg, 0.12 mmol), 3-bromo-N-[6-(2,6-dimethyl-morpholin-4-yl)-pyridin-3-yl]-4-methyl-benzamide 8 (40 mg, 0.1 mmol), Pd(PPh3)4 (11 mg, 0.01 mmol), and Na2CO3 (42 mg, 0.4 mmol) in a combined solvent system of toluene (0.2 mL) and water (0.2 mL) and ethanol (0.05 mL) is heated at 140° C. under microwave irradiation for 30 min. The reaction mixture is diluted with EtOAc and water. The aqueous layer is extracted with EtOAc. The combined organic layer is washed... Reactants: NC1=C(C(=O)C2=C(C=CC=C2)Cl)C=C(C=C1)Cl (2-amino-2',5-dichlorobenzophenone), C(C)(=O)Cl (acetyl chloride), N1=CC=CC=C1 (pyridine). The solvent is CCOCC (ether). The product is ClC1=C(C(=O)C2=C(NC(C)=O)C=CC(=C2)Cl)C=CC=C1 (2'-(o-chlorobenzoyl)-4'-chloroacetanilide). As a reaction SMILES: [NH2:1][C:2]1[CH:16]=[CH:15][C:14]([Cl:17])=[CH:13][C:3]=1[C:4]([C:6]1[CH:11]=[CH:10][CH:9]=[CH:8][C:7]=1[Cl:12])=[O:5].[C:18](Cl)(=[O:20])[CH3:19].N1C=CC=CC=1>CCOCC>[Cl:12][C:7]1[CH:8]=[CH:9][CH:10]=[CH:11][C:6]=1[C:4]([C:3]1[CH:13]=[C:14]([Cl:17])[CH:15]=[CH:16][C:2]=1[NH:1][C:18](=[O:20])[CH3:19])=[O:5]. Procedure: In the manner given in Preparation 1, 2-amino-2',5-dichlorobenzophenone, acetyl chloride and pyridine were reacted in ether to give 2'-(o-chlorobenzoyl)-4'-chloroacetanilide.